From a dataset of the Open Reaction Database (ORD), a public repository of structured organic reaction records. describe an organic reaction: reactants, conditions, products, and yield The reactants are N1C[C@H](CCC1)NC(OC(C)(C)C)=O (tert-butyl N-[(3S)-3-piperidyl]carbamate), CN1CCOCC1 (N-Methylmorpholine), ClC=1C=CC(=NC1F)N1N=CC=2C=NC(=CC21)C2=NC(=CN=C2)C (1-(5-chloro-6-fluoro-2-pyridyl)-6-(6-methylpyrazin-2-yl)pyrazolo[4,3-c]pyridine), O (water). The solvent is CN1C(CCC1)=O (1-methyl-2-pyrrolidinone). The product is ClC=1C(=NC(=CC1)N1N=CC=2C=NC(=CC21)C2=NC(=CN=C2)C)N2C[C@H](CCC2)NC(OC(C)(C)C)=O (tert-butyl N-[(3S)-1-[3-chloro-6-[6-(6-methylpyrazin-2-yl)pyrazolo[4,3-c]pyridin-1-yl]-2-pyridyl]-3-piperidyl]carbamate). Isolated yield 69.0%. Reaction SMILES: [Cl:1][C:2]1[CH:3]=[CH:4][C:5]([N:9]2[C:17]3[CH:16]=[C:15]([C:18]4[CH:23]=[N:22][CH:21]=[C:20]([CH3:24])[N:19]=4)[N:14]=[CH:13][C:12]=3[CH:11]=[N:10]2)=[N:6][C:7]=1F.[NH:25]1[CH2:30][CH2:29][CH2:28][C@H:27]([NH:31][C:32](=[O:38])[O:33][C:34]([CH3:37])([CH3:36])[CH3:35])[CH2:26]1.CN1CCOCC1.O>CN1CCCC1=O>[Cl:1][C:2]1[C:7]([N:25]2[CH2:30][CH2:29][CH2:28][C@H:27]([NH:31][C:32](=[O:38])[O:33][C:34]([CH3:36])([CH3:35])[CH3:37])[CH2:26]2)=[N:6][C:5]([N:9]2[C:17]3[CH:16]=[C:15]([C:18]4[CH:23]=[N:22][CH:21]=[C:20]([CH3:24])[N:19]=4)[N:14]=[CH:13][C:12]=3[CH:11]=[N:10]2)=[CH:4][CH:3]=1. Reported procedure: A mixture of 1-(5-chloro-6-fluoro-2-pyridyl)-6-(6-methylpyrazin-2-yl)pyrazolo[4,3-c]pyridine; (0.6372 mmol; 217.1 mg), tert-butyl N-[(3S)-3-piperidyl]carbamate (1.912 mmol; 382.9 mg), and N-Methylmorpholine (3.186 mmol; 326 mg; 0.354 mL) in 1-methyl-2-pyrrolidinone (3 mL) in a sealed pressure vial was heated at 100° C. overnight. The mixture was poured into water. The precipitate was collect by filtration, then purified on silica eluted with 0 to 6% MeOH in DCM to afford tert-butyl N-[(3S)-1-[3-... Reactants: NC1=NC=C(C(=C1N)N[C@H]1[C@H]([C@@H]2C=C[C@H]1C2)C(=O)N)Br ((1S,2S,3R,4R)-3-(2,3-Diamino-5-bromo-pyridin-4-ylamino)-bicyclo[2.2.1]hept-5-ene-2-carboxylic acid amide), FC=1C=C(C=CC1)C=O (3-FC6H4CHO), C(C)(=O)[O-].[NH4+] (Ammonium acetate). Product: BrC=1C(=C2C(=NC1)NC(=N2)C2=CC(=CC=C2)F)N[C@H]2[C@H]([C@@H]1C=C[C@H]2C1)C(=O)N ((1S,2S,3R,4R)-3-[6-Bromo-2-(3-fluoro-phenyl)-3H-imidazo[4,5-b]pyridin-7-ylamino]-bicyclo[2.2.1]hept-5-ene-2-carboxylic acid amide). The yield is 64.8%. Reaction SMILES: [NH2:1][C:2]1[C:7]([NH2:8])=[C:6]([NH:9][C@@H:10]2[C@@H:15]3[CH2:16][C@@H:12]([CH:13]=[CH:14]3)[C@@H:11]2[C:17]([NH2:19])=[O:18])[C:5]([Br:20])=[CH:4][N:3]=1.[F:21][C:22]1[CH:23]=[C:24]([CH:28]=O)[CH:25]=[CH:26][CH:27]=1.C([O-])(=O)C.[NH4+]>>[Br:20][C:5]1[C:6]([NH:9][C@@H:10]2[C@@H:15]3[CH2:16][C@@H:12]([CH:13]=[CH:14]3)[C@@H:11]2[C:17]([NH2:19])=[O:18])=[C:7]2[N:8]=[C:28]([C:24]3[CH:25]=[CH:26][CH:27]=[C:22]([F:21])[CH:23]=3)[NH:1][C:2]2=[N:3][CH:4]=1 |f:2.3|. Reported procedure: In a similar fashion to compound CXXV, (1S,2S,3R,4R)-3-(2,3-Diamino-5-bromo-pyridin-4-ylamino)-bicyclo[2.2.1]hept-5-ene-2-carboxylic acid amide (100.00 mg, 0.29568 mmol), 3-FC6H4CHO (40.4 mg, 0.325 mmol) and Ammonium acetate (45.6 mg, 0.591 mmol) were reacted to yield 84.7 mg (65%) of the title compound. (300 MHz, DMSO-d6) 13.33 (s, 1H), 8.18 (m, 2H), 8.04 (s, 1H), 7.75 (s, 1H), 7.41 (t, J=16.5 Hz, 8 Hz, 2H), 7.22 (s, 1H), 6.39 (d, J=15 Hz, 2H), 5.22 (t, J=17 Hz, 8.5 Hz, 1H), 2.89 (s, 1H), 2.78 ... The reactants are COC=1C=C2C(N(C=NC2=CC1OCCCS(=O)(=O)C)COC(C(C)(C)C)=O)=O (6-Methoxy-7-(3-methylsulphonylpropoxy)-3-((pivaloyloxy)methyl)-3,4-dihydroquinazolin-4-one), Cl (hydrochloric acid), [OH-].[Na+] (sodium hydroxide), CC1=CC=C(C=C1)COC(=O)NNC(=O)C2=NC=CN=C2 (pH10). Solvent: CO (methanol), O (water). Conditions: time 15 minute. Product: COC=1C=C2C(NC=NC2=CC1OCCCS(=O)(=O)C)=O (6-methoxy-7-(3-methylsulphonylpropoxy)-3,4-dihydroquinazolin-4-one). Isolated yield 90.0%. Reaction SMILES: [CH3:1][O:2][C:3]1[CH:4]=[C:5]2[C:10](=[CH:11][C:12]=1[O:13][CH2:14][CH2:15][CH2:16][S:17]([CH3:20])(=[O:19])=[O:18])[N:9]=[CH:8][N:7](COC(=O)C(C)(C)C)[C:6]2=[O:29].[OH-].[Na+].CC1C=CC(COC(NNC(C2C=NC=CN=2)=O)=O)=CC=1.Cl>CO.O>[CH3:1][O:2][C:3]1[CH:4]=[C:5]2[C:10](=[CH:11][C:12]=1[O:13][CH2:14][CH2:15][CH2:16][S:17]([CH3:20])(=[O:19])=[O:18])[N:9]=[CH:8][NH:7][C:6]2=[O:29] |f:1.2|. Procedure details: 6-Methoxy-7-(3-methylsulphonylpropoxy)-3-((pivaloyloxy)methyl)-3,4-dihydroquinazolin-4-one (7 g, 17 mmol) was suspended in methanol and 2M sodium hydroxide (3.3 ml, 6.6 mmol) was added with continuous stirring. The reaction mixture became homogeneous after 15 minutes. After a further 45 minutes water was added (7 ml) and the reaction mixture was adjusted to pH10 with 2M hydrochloric acid. The precipitate (a white solid) was collected by filtration, washed with water and dried over phosphorus pen... The reactants are CC1(C)C2CCC1(CS(=O)(=O)O)C(=O)C2, Cc1ccccc1, CCO, O=C(Cc1ccc(F)cc1)N=C=S, CN1CCC(N2CCN(C(=O)Nc3cc(Oc4ccc(N)cc4F)ncn3)CC2)CC1. Yields the product CN1CCC(N2CCN(C(=O)Nc3cc(Oc4ccc(NC(=S)NC(=O)Cc5ccc(F)cc5)cc4F)ncn3)CC2)CC1. As a reaction SMILES: [C:45]12([CH2:46][S:47]([OH:48])(=[O:49])=[O:50])[C:51]([CH3:52])([CH3:53])[CH:54]([CH2:55][CH2:56]1)[CH2:57][C:58]2=[O:59].[CH3:60][c:61]1[cH:62][cH:63][cH:64][cH:65][cH:66]1.[CH3:67][CH2:68][OH:69].[F:1][c:2]1[cH:3][cH:4][c:5]([CH2:8][C:9](=[O:10])[N:11]=[C:12]=[S:13])[cH:6][cH:7]1.[NH2:14][c:15]1[cH:16][c:17]([F:44])[c:18]([O:19][c:20]2[n:21][cH:22][n:23][c:24]([NH:26][C:27](=[O:28])[N:29]3[CH2:30][CH2:31][N:32]([CH:35]4[CH2:36][CH2:37][N:38]([CH3:41])[CH2:39][CH2:40]4)[CH2:33][CH2:34]3)[cH:25]2)[cH:42][cH:43]1>>[F:1][c:2]1[cH:3][cH:4][c:5]([CH2:8][C:9](=[O:10])[NH:11][C:12](=[S:13])[NH:14][c:15]2[cH:16][c:17]([F:44])[c:18]([O:19][c:20]3[n:21][cH:22][n:23][c:24]([NH:26][C:27](=[O:28])[N:29]4[CH2:30][CH2:31][N:32]([CH:35]5[CH2:36][CH2:37][N:38]([CH3:41])[CH2:39][CH2:40]5)[CH2:33][CH2:34]4)[cH:25]3)[cH:42][cH:43]2)[cH:6][cH:7]1. Starting materials: CCOC(=O)C=Cc1ccc(Cc2c(C)c(OC)c(OC)c(OC)c2OC)cc1, C1COCCO1, Cl, [Na+], [OH-]. The product is COc1c(C)c(Cc2ccc(C=CC(=O)O)cc2)c(OC)c(OC)c1OC. RXN SMILES: [CH2:1]([CH3:2])[O:3][C:4]([CH:5]=[CH:6][c:7]1[cH:8][cH:9][c:10]([CH2:13][c:14]2[c:15]([O:27][CH3:28])[c:16]([O:25][CH3:26])[c:17]([O:23][CH3:24])[c:18]([O:21][CH3:22])[c:19]2[CH3:20])[cH:11][cH:12]1)=[O:29].[CH2:33]1[O:34][CH2:35][CH2:36][O:37][CH2:38]1.[ClH:30].[Na+:32].[OH-:31]>>[O:3]=[C:4]([CH:5]=[CH:6][c:7]1[cH:8][cH:9][c:10]([CH2:13][c:14]2[c:15]([O:27][CH3:28])[c:16]([O:25][CH3:26])[c:17]([O:23][CH3:24])[c:18]([O:21][CH3:22])[c:19]2[CH3:20])[cH:11][cH:12]1)[OH:29]. Reactants: FC1=CC=C(C=C1)CC(=O)C1=CC=CC=C1 (2-(4-fluorophenyl)-1-phenyl-1-ethanone), Cl.O(C)N (methoxylamine hydrochloride). The solvent is N1=CC=CC=C1 (pyridine). Conditions: temperature 25 celsius, time 17 hour. Yields the product CON=C(CC1=CC=C(C=C1)F)C1=CC=CC=C1 (2-(4Fluorophenyl)-1-phenyl-1-ethanone-O-methyl oxime). Reaction SMILES: [F:1][C:2]1[CH:7]=[CH:6][C:5]([CH2:8][C:9]([C:11]2[CH:16]=[CH:15][CH:14]=[CH:13][CH:12]=2)=O)=[CH:4][CH:3]=1.Cl.[O:18]([NH2:20])[CH3:19]>N1C=CC=CC=1>[CH3:19][O:18][N:20]=[C:9]([C:11]1[CH:16]=[CH:15][CH:14]=[CH:13][CH:12]=1)[CH2:8][C:5]1[CH:6]=[CH:7][C:2]([F:1])=[CH:3][CH:4]=1 |f:1.2|. Procedure details: To a solution of 2-(4-fluorophenyl)-1-phenyl-1-ethanone (5 g, 30 mmol) in 30 ml pyridine under nitrogen was added methoxylamine hydrochloride (3.8 g, 45 mmol) at 25° C. The resulting mixture was stirred at 25° C. for 17 hours. The pyridine was removed in vacuo with heating. The residual solids were a mixture of the oxime geometrical isomers as a white syrup and it was used for the next step without further purification. Rf : 0.48, 0.70 (CH2Cl2). The reactants are CC(C)(C)C(=O)ONC1CSc2cccc(F)c2NC1=O, Cl, C1COCCO1. The product is Cl, NC1CSc2cccc(F)c2NC1=O. RXN SMILES: [CH3:2][C:3]([CH3:4])([CH3:5])[C:6]([O:21][NH:7][CH:8]1[CH2:9][S:10][c:11]2[c:12]([c:16]([F:20])[cH:17][cH:18][cH:19]2)[NH:13][C:14]1=[O:15])=[O:22].[ClH:1].[O:23]1[CH2:24][CH2:25][O:26][CH2:27][CH2:28]1>>[ClH:1].[NH2:7][CH:8]1[CH2:9][S:10][c:11]2[c:12]([c:16]([F:20])[cH:17][cH:18][cH:19]2)[NH:13][C:14]1=[O:15].